From a dataset of the Open Reaction Database (ORD), a public repository of structured organic reaction records. describe an organic reaction: reactants, conditions, products, and yield Reactants: FC(S(=O)(=O)OCCOS(=O)(=O)C(F)(F)F)(F)F (1,2-bis(((trifluoromethyl)sulfonyl)oxy)ethane), [H-].[Na+] (sodium hydride), FC(S(=O)(=O)OCCOS(=O)(=O)C(F)(F)F)(F)F (1,2-bis(((trifluoromethyl)sulfonyl)oxy)ethane), [H-].[Na+] (Sodium hydride), C(C)(C)(C)OC(NC1(CC1)C(NCCC=C)=O)=O ((1-but-3-enylcarbamoyl-cyclopropyl)-carbamic acid tert-butyl ester). Solvent: O1CCCC1 (tetrahydrofuran), O1CCCC1 (tetrahydrofuran). Reaction conditions: time 1 hour. Product: C(C)(C)(C)OC(=O)N1C2(CC2)C(N(CC1)CCC=C)=O (7-But-3-enyl-8-oxo-4,7-diaza-spiro[2.5]octane-4-carboxylic acid tert-butyl ester). Isolated yield 47.3%. Reaction SMILES: [H-].[Na+].[C:3]([O:7][C:8](=[O:20])[NH:9][C:10]1([C:13](=[O:19])[NH:14][CH2:15][CH2:16][CH:17]=[CH2:18])[CH2:12][CH2:11]1)([CH3:6])([CH3:5])[CH3:4].FC(F)(F)S(O[CH2:27][CH2:28]OS(C(F)(F)F)(=O)=O)(=O)=O>O1CCCC1>[C:3]([O:7][C:8]([N:9]1[CH2:28][CH2:27][N:14]([CH2:15][CH2:16][CH:17]=[CH2:18])[C:13](=[O:19])[C:10]21[CH2:12][CH2:11]2)=[O:20])([CH3:6])([CH3:4])[CH3:5] |f:0.1|. Reported procedure: Sodium hydride (60% dispersion in mineral oil, 206 mg, 5.15 mmol) was added at 0° C. to a solution of (1-but-3-enylcarbamoyl-cyclopropyl)-carbamic acid tert-butyl ester (400 mg, 1.57 mmol) in tetrahydrofuran (8 ml), then after 15 min a solution of 1,2-bis(((trifluoromethyl)sulfonyl)oxy)ethane (Chem. Ber. 1981, 114, 810; 616 mg, 1.89 mmol) in tetrahydrofuran (1 ml) was added dropwise. After 1 h, another portion of sodium hydride (60% dispersion in mineral oil, 103 mg, 2.58 mmol) and after 15 min,... RXN SMILES: C([O:3][C:4]([C:6]1[C:15]2[C:10]3[C:11](=[C:16]4[C:20]([C:9]=3[CH:8]([CH3:21])[CH:7]=1)=[CH:19][N:18]=[N:17]4)[CH:12]=[CH:13][CH:14]=2)=O)C.C1(=O)C2=C3C(=CC=C2)C=CC=C3C1.[H-].[Na+].C(O)(=O)CC(CC(O)=O)(C(O)=O)O.[CH3:50][S:51]([CH3:53])=[O:52]>O1CCCC1>[CH3:21][CH:8]1[CH:7]=[C:6]([C:4](=[O:3])[CH2:50][S:51]([CH3:53])=[O:52])[C:15]2[C:10]3[C:11](=[C:16]4[C:20]([C:9]1=3)=[CH:19][N:18]=[N:17]4)[CH:12]=[CH:13][CH:14]=2 |f:2.3|. Reactants: C(C)OC(=O)C1=CC(C2=C3C(C=CC=C13)=C1N=NC=C12)C (3-Ethoxycarbonyl-1-methyl-1H-acenaphthyleno[1,2-c]pyrazole), C(CC(O)(C(=O)O)CC(=O)O)(=O)O (citric acid), [H-].[Na+] (sodium hydride), C1(CC2=CC=CC3=CC=CC1=C23)=O (acenaphthen-1-one), methylsulfinyl carbanion, CS(=O)C (dimethylsulfoxide). Solvent: ice water, O1CCCC1 (tetrahydrofuran). Yields the product CC1C2=C3C(C=CC=C3C(=C1)C(CS(=O)C)=O)=C1N=NC=C12 (1-methyl-3-methylsulfinylacetyl-1H-acenaphthyleno[1,2-c]pyrazole). Reported procedure: 3-Ethoxycarbonyl-1-methyl-1H-acenaphthyleno[1,2-c]pyrazole (2g), mp 107°-109° C., prepared according to Example 1 starting from acenaphthen-1-one, is dissolved in anhydrous tetrahydrofuran (45 ml) and added dropwise, under stirring, at a temperature varying between 10° C. and 20° C., to a solution of methylsulfinyl carbanion, obtained by reacting 50% sodium hydride (0.7 g) with anhydrous dimethylsulfoxide (30 ml) at 70° C. for 1 hour. The reaction mixture is kept under stirring at room temperatu... Yields the product F[B-](F)(F)F.ClC1=C(C=C(C(=C1)F)N1C(N(C(=CC1=O)C(F)(F)F)C)=O)[N+]#N (2-chloro-5-[3,6-dihydro-2,6-dioxo -3-methyl-4-trifluoromethyl-1(2H)-pyrimidinyl]-4-fluorobenzenediazonium tetrafluoroborate). Solvent: C(Cl)Cl (methylene chloride), C(Cl)Cl (methylene chloride). The reactants are B(F)(F)F.CCOCC (boron trifluoride etherate), N(=O)OCCC(C)C (isopentyl nitrite), CCCCC (n-pentane), NC=1C(=CC(=C(C1)N1C(N(C(=CC1=O)C(F)(F)F)C)=O)F)Cl (3-(5-amino-4-chloro-2-fluorophenyl)-1 -methyl-6-trifluoromethyl-2,4(1H,3H)-pyrimidinedione). Reported procedure: 4.24 g of boron trifluoride etherate and 6.75 g of 3-(5-amino-4-chloro-2-fluorophenyl)-1 -methyl-6-trifluoromethyl-2,4(1H,3H)-pyrimidinedione are placed at -15° C. in 50 ml of methylene chloride. A solution of 3.2 ml of isopentyl nitrite in 20 ml of methylene chloride is added dropwise to the mixture within 20 minutes while cooling. The mixture is subsequently stirred at 5° C. for 45 minutes, 25 treated with 50 ml of n-pentane and the resulting crystals are filtered off. There is obtained 2-chlo... Reaction SMILES: [B:1]([F:4])([F:3])[F:2].CCOCC.[NH2:10][C:11]1[C:12]([Cl:31])=[CH:13][C:14]([F:30])=[C:15]([N:17]2[C:22](=[O:23])[CH:21]=[C:20]([C:24]([F:27])([F:26])[F:25])[N:19]([CH3:28])[C:18]2=[O:29])[CH:16]=1.[N:32](OCCC(C)C)=O.CCCCC>C(Cl)Cl>[F:2][B-:1]([F:25])([F:4])[F:3].[Cl:31][C:12]1[CH:13]=[C:14]([F:30])[C:15]([N:17]2[C:22](=[O:23])[CH:21]=[C:20]([C:24]([F:27])([F:26])[F:25])[N:19]([CH3:28])[C:18]2=[O:29])=[CH:16][C:11]=1[N+:10]#[N:32] |f:0.1,6.7|. Reaction conditions: temperature 5 celsius, time 45 minute. The reactants are O=Cc1cc(C(F)(F)F)cc(Cl)c1F, ClCCl, Cl, [Na+], CN(C)C=O, [OH-]. As a reaction SMILES: [Cl:1][c:2]1[c:3]([F:14])[c:4]([CH:5]=[O:6])[cH:7][c:8]([C:10]([F:11])([F:12])[F:13])[cH:9]1.[Cl:23][CH2:24][Cl:25].[ClH:17].[Na+:16].[O:18]=[CH:19][N:20]([CH3:21])[CH3:22].[OH-:15]>>[Cl:1][c:2]1[c:3]([F:14])[c:4]([C:5](=[O:6])[OH:15])[cH:7][c:8]([C:10]([F:11])([F:12])[F:13])[cH:9]1. Yields the product O=C(O)c1cc(C(F)(F)F)cc(Cl)c1F. The product is Cn1cc(-c2ccnc3c2ccn3COCC[Si](C)(C)C)nc1C(C)(C)C. RXN SMILES: [C:1]([CH3:2])([CH3:3])([CH3:4])[c:5]1[nH:6][c:7](-[c:10]2[c:11]3[c:12]([n:13][cH:14][cH:15]2)[n:16]([CH2:19][O:20][CH2:21][CH2:22][Si:23]([CH3:24])([CH3:25])[CH3:26])[cH:17][cH:18]3)[cH:8][n:9]1.[C:27](=[O:28])([O-:29])[O-:30].[CH3:38][I:39].[K+:31].[K+:32].[O:33]=[CH:34][N:35]([CH3:36])[CH3:37].[OH2:40]>>[C:1]([CH3:2])([CH3:3])([CH3:4])[c:5]1[n:6][c:7](-[c:10]2[c:11]3[c:12]([n:13][cH:14][cH:15]2)[n:16]([CH2:19][O:20][CH2:21][CH2:22][Si:23]([CH3:24])([CH3:25])[CH3:26])[cH:17][cH:18]3)[cH:8][n:9]1[CH3:27]. Reactants: CC(C)(C)c1ncc(-c2ccnc3c2ccn3COCC[Si](C)(C)C)[nH]1, O=C([O-])[O-], CI, [K+], [K+], CN(C)C=O, O.